This data is from the Open Reaction Database (ORD), a public repository of structured organic reaction records. The task is: describe an organic reaction: reactants, conditions, products, and yield The reactants are C(=O)([O-])[O-].[K+].[K+] (K2CO3), C(C)I (ethyl iodide), ClC1=CC=C(C=C1)S(=O)(=O)NC1(CC1)C(=O)OC (methyl 1-[(4-chlorophenyl)sulfonylamino]cyclopropanecarboxylate). The solvent is C(C)(=O)OCC (ethyl acetate), CN(C)C=O (DMF). Conditions: time 8 hour. Yields the product ClC1=CC=C(C=C1)S(=O)(=O)N(C1(CC1)C(=O)OC)CC (methyl 1-[(4-chlorophenyl)sulfonyl-ethyl-amino]cyclopropanecarboxylate). The yield is 85.5%. RXN SMILES: [Cl:1][C:2]1[CH:7]=[CH:6][C:5]([S:8]([NH:11][C:12]2([C:15]([O:17][CH3:18])=[O:16])[CH2:14][CH2:13]2)(=[O:10])=[O:9])=[CH:4][CH:3]=1.C([O-])([O-])=O.[K+].[K+].[CH2:25](I)[CH3:26]>CN(C=O)C.C(OCC)(=O)C>[Cl:1][C:2]1[CH:7]=[CH:6][C:5]([S:8]([N:11]([CH2:25][CH3:26])[C:12]2([C:15]([O:17][CH3:18])=[O:16])[CH2:14][CH2:13]2)(=[O:10])=[O:9])=[CH:4][CH:3]=1 |f:1.2.3|. Procedure: Compound 13B (800 mg, 2.76 mmol) dissolved in DMF (10 ml) was added with K2CO3 (1.1 equiv., 420 mg) and ethyl iodide (1.1 equiv., 0.3 ml) and the reaction was stirred at rt overnight. The reaction was diluted with ethyl acetate and washed several times with water and finally with Brine. The organic phase was dried over sodium sulfate and concentrated under vacuum. The purification of the crude residue by crystallization from ethyl ether and petroleum ether afforded 750 mg of 14B as a semisolid. ... The reactants are B(F)(F)F (boron trifluoride), O=C1SC(=C(N1CC=C)C(F)(F)F)C(=O)OCC (Ethyl 2,3-dihydro-2-oxo-3-(2-propenyl)-4-trifluoromethyl-thiazol-5-carboxylate), [Na] (sodium), [K] (potassium), solution, [H-].C(C(C)C)[Al+]CC(C)C (diisobutylaluminium hydride). The solvent is C1(=CC=CC=C1)C (toluene), C1(=CC=CC=C1)C (toluene). Run at temperature -65 celsius. Product: OCC1=C(N(C(S1)=O)CC=C)C(F)(F)F (5-hydroxymethyl-3-(2-propenyl)-4-trifluoromethyl-2-(3H)-thiazolone). The yield is 54.4%. Reaction SMILES: B(F)(F)F.[O:5]=[C:6]1[N:10]([CH2:11][CH:12]=[CH2:13])[C:9]([C:14]([F:17])([F:16])[F:15])=[C:8]([C:18](OCC)=[O:19])[S:7]1.[H-].C([Al+]CC(C)C)C(C)C.[Na].[K]>C1(C)C=CC=CC=1>[OH:19][CH2:18][C:8]1[S:7][C:6](=[O:5])[N:10]([CH2:11][CH:12]=[CH2:13])[C:9]=1[C:14]([F:16])([F:17])[F:15] |f:2.3,^1:32,33|. Procedure details: 4.3 ml of boron trifluoride ethereate were introduced at -65° C. into a solution of 8.65 g of the product of Step A in 100 ml of toluene and the mixture was stirred at -65° C. Then, 155 ml of 0.5M solution of diisobutylaluminium hydride in toluene were introduced and the mixture was poured into an iced molar solution of sodium and potassium double tartrate followed by stirring for 2 hours. After decanting and extraction with ethyl acetate, the extracts were washed with water and with a saturated... The reactants are solution, CCC([BH-](C(CC)C)C(CC)C)C.[Li+] (L-selectride), C(C)(C)(C)O[C@@H]1[C@]2(CCCC([C@@H]2CCC1)=O)C ((4aS,5S,8aR)-5-tert-Butoxy4a-methyl-octahydro-naphtalen-1-one), [OH-].[Na+] (NaOH), OO (H2O2). Solvent: O1CCCC1 (tetrahydrofuran), O (water), O (H2O), O1CCCC1 (tetrahydrofuran). Conditions: time 8 hour. Product: C(C)(C)(C)O[C@@H]1[C@]2(CCC[C@@H]([C@@H]2CCC1)O)C ((1S,4aS,5S,8aR)-5-tert-Butoxy-4a-methyl-decahydronaphtalen-1-ol). The yield is 48.1%. Reaction SMILES: [C:1]([O:5][C@H:6]1[CH2:15][CH2:14][CH2:13][C@@H:12]2[C@:7]1([CH3:17])[CH2:8][CH2:9][CH2:10][C:11]2=[O:16])([CH3:4])([CH3:3])[CH3:2].CCC(C)[BH-](C(C)CC)C(C)CC.[Li+].[OH-].[Na+].OO>O1CCCC1.O>[C:1]([O:5][C@H:6]1[CH2:15][CH2:14][CH2:13][C@@H:12]2[C@:7]1([CH3:17])[CH2:8][CH2:9][CH2:10][C@@H:11]2[OH:16])([CH3:4])([CH3:2])[CH3:3] |f:1.2,3.4|. Procedure details: A solution of 2.12 g (8.9 mMol) of (4aS,5S,8aR)-5-tert-Butoxy4a-methyl-octahydro-naphtalen-1-one in 44.5 ml tetrahydrofuran was cooled to -78° C. and 9.8 ml (9.8 mMol) of a one molar solution of L-selectride in tetrahydrofuran was added dropwise under stirring and argon atmosphere. The reaction mixture was kept at this temperature for an additional hour, warmed to room temperature and kept overnight. The temperature was then lowered to -15° C. and 0.17 ml of H2O were added dropwise. This was fol... Reactants: CCOC(=O)CNC(=O)c1ccccc1, C1CCOC1, [Li]CCCC, CC(C)NC(C)C, Clc1cccc(Cl)c1CBr. Product: CCOC(=O)C(Cc1c(Cl)cccc1Cl)NC(=O)c1ccccc1. RXN SMILES: [C:13]([c:14]1[cH:15][cH:16][cH:17][cH:18][cH:19]1)(=[O:20])[NH:21][CH2:22][C:23](=[O:24])[O:25][CH2:26][CH3:27].[CH2:38]1[O:39][CH2:40][CH2:41][CH2:42]1.[CH2:8]([Li:9])[CH2:10][CH2:11][CH3:12].[CH:1]([NH:2][CH:3]([CH3:4])[CH3:5])([CH3:6])[CH3:7].[Cl:28][c:29]1[c:30]([CH2:31][Br:32])[c:33]([Cl:37])[cH:34][cH:35][cH:36]1>>[C:13]([c:14]1[cH:15][cH:16][cH:17][cH:18][cH:19]1)(=[O:20])[NH:21][CH:22]([C:23](=[O:24])[O:25][CH2:26][CH3:27])[CH2:31][c:30]1[c:29]([Cl:28])[cH:36][cH:35][cH:34][c:33]1[Cl:37]. Reactants: CC1=CC(=NC=C1)C1=CC(=C(C=C1)C)[N+](=O)[O-] (4-(4-methylpyridin-2-yl)-2-nitrotoluene). The reagents and catalysts are [Pd] (palladium on carbon). The solvent is C(C)O (ethanol). The product is CC1=C(N)C=C(C=C1)C1=NC=CC(=C1)C (2-methyl-5-(4-methylpyridin-2-yl)aniline). Isolated yield 100.0%. Reaction SMILES: [CH3:1][C:2]1[CH:7]=[CH:6][N:5]=[C:4]([C:8]2[CH:13]=[CH:12][C:11]([CH3:14])=[C:10]([N+:15]([O-])=O)[CH:9]=2)[CH:3]=1>C(O)C.[Pd]>[CH3:14][C:11]1[CH:12]=[CH:13][C:8]([C:4]2[CH:3]=[C:2]([CH3:1])[CH:7]=[CH:6][N:5]=2)=[CH:9][C:10]=1[NH2:15]. Reported procedure: A suspension of 4-(4-methylpyridin-2-yl)-2-nitrotoluene (342 mg) in ethanol (7 ml) was hydrogenated over palladium on carbon (10% w/w, 50% wet, 103 mg) under a hydrogen atmosphere for 3 hours. The catalyst was filtered off, and the filtrate was evaporated under reduced pressure to give 2-methyl-5-(4-methylpyridin-2-yl)aniline (297 mg).